From a dataset of the Open Reaction Database (ORD), a public repository of structured organic reaction records. describe an organic reaction: reactants, conditions, products, and yield Reported procedure: The title compound was prepared from 2-chloro-5-(6,7-dimethoxyquinazolin-4-yloxy)aniline (100 mg, 0.3 mmol) and phenyl 3-tert-butyl-1-p-tolyl-1H-pyrazol-5-ylcarbamate (140 mg, 0.4 mmol) using the procedure in Example 115C to give 1-(3-tert-butyl-1-p-tolyl-1H-pyrazol-5-yl)-3-(2-chloro-5-(6,7-dimethoxyquinazolin-4-yloxy)phenyl)urea (80 mg, 0.14 mmol, 46%). 1H NMR (300 MHz, DMSO-d6) δ 9.27 (s, 1H), 8.82 (s, 1H), 8.56 (s, 1H), 8.12 (d, 1H), 7.57-7.54 (m, 2H), 7.40-7.33 (m, 5H), 7.03 (dd, 1H), 6.34 (... Isolated yield 46.7%. Reaction SMILES: [Cl:1][C:2]1[CH:8]=[CH:7][C:6]([O:9][C:10]2[C:19]3[C:14](=[CH:15][C:16]([O:22][CH3:23])=[C:17]([O:20][CH3:21])[CH:18]=3)[N:13]=[CH:12][N:11]=2)=[CH:5][C:3]=1[NH2:4].[C:24]([C:28]1[CH:32]=[C:31]([NH:33][C:34](=O)[O:35]C2C=CC=CC=2)[N:30]([C:43]2[CH:48]=[CH:47][C:46]([CH3:49])=[CH:45][CH:44]=2)[N:29]=1)([CH3:27])([CH3:26])[CH3:25]>>[C:24]([C:28]1[CH:32]=[C:31]([NH:33][C:34]([NH:4][C:3]2[CH:5]=[C:6]([O:9][C:10]3[C:19]4[C:14](=[CH:15][C:16]([O:22][CH3:23])=[C:17]([O:20][CH3:21])[CH:18]=4)[N:13]=[CH:12][N:11]=3)[CH:7]=[CH:8][C:2]=2[Cl:1])=[O:35])[N:30]([C:43]2[CH:48]=[CH:47][C:46]([CH3:49])=[CH:45][CH:44]=2)[N:29]=1)([CH3:27])([CH3:26])[CH3:25]. Yields the product title compound, C(C)(C)(C)C1=NN(C(=C1)NC(=O)NC1=C(C=CC(=C1)OC1=NC=NC2=CC(=C(C=C12)OC)OC)Cl)C1=CC=C(C=C1)C (1-(3-tert-butyl-1-p-tolyl-1H-pyrazol-5-yl)-3-(2-chloro-5-(6,7-dimethoxyquinazolin-4-yloxy)phenyl)urea). Starting materials: ClC1=C(N)C=C(C=C1)OC1=NC=NC2=CC(=C(C=C12)OC)OC (2-chloro-5-(6,7-dimethoxyquinazolin-4-yloxy)aniline), C(C)(C)(C)C1=NN(C(=C1)NC(OC1=CC=CC=C1)=O)C1=CC=C(C=C1)C (phenyl 3-tert-butyl-1-p-tolyl-1H-pyrazol-5-ylcarbamate). Reactants: O[C@H](C)[C@@H]1[C@@H]2N([C@H](C([C@@H]2C)=O)C(=O)OCC2=CC=C(C=C2)[N+](=O)[O-])C1=O (4-nitrobenzyl (1R,3R,5R,6S)-6-((1R)-1-hydroxyethyl)-1-methyl-2-oxo-1-carbapenam-3-carboxylate), [N+](=O)([O-])C1=CC=C(COC(=O)N2C[C@H](CC2)SC=2N=CN3C2SC(=C3)[Sn](CCCC)(CCCC)CCCC)C=C1 (7-[(3S)-1-(4-nitrobenzyloxycarbonyl)pyrrolidin-3-yl]thio-2-(tri-n-butylstannyl)imidazo[5,1-b]thiazole). Yields the product O[C@H](C)[C@@H]1[C@@H]2N(C(=C([C@@H]2C)C2=CN3C(S2)=C(N=C3)S[C@@H]3CN(CC3)C(=O)OCC3=CC=C(C=C3)[N+](=O)[O-])C(=O)OCC3=CC=C(C=C3)[N+](=O)[O-])C1=O (4-nitrobenzyl (1S,5R,6S)-6-((1R)-1-hydroxyethyl)-1-methyl-2-[7-[(3S)-1-(4-nitrobenzyloxycarbonyl)pyrrolidin-3-yl]thioimidazo[5,1-b]thiazol-2-yl]-1-carbapen-2-em-3-carboxylate). Yield: 46.0%. Reaction SMILES: [OH:1][C@@H:2]([C@H:4]1[C:25](=[O:26])[N:6]2[C@@H:7]([C:12]([O:14][CH2:15][C:16]3[CH:21]=[CH:20][C:19]([N+:22]([O-:24])=[O:23])=[CH:18][CH:17]=3)=[O:13])[C:8](=O)[C@H:9]([CH3:10])[C@H:5]12)[CH3:3].[N+:27]([C:30]1[CH:66]=[CH:65][C:33]([CH2:34][O:35][C:36]([N:38]2[CH2:42][CH2:41][C@H:40]([S:43][C:44]3[N:45]=[CH:46][N:47]4[CH:51]=[C:50]([Sn](CCCC)(CCCC)CCCC)[S:49][C:48]=34)[CH2:39]2)=[O:37])=[CH:32][CH:31]=1)([O-:29])=[O:28]>>[OH:1][C@@H:2]([C@H:4]1[C:25](=[O:26])[N:6]2[C:7]([C:12]([O:14][CH2:15][C:16]3[CH:17]=[CH:18][C:19]([N+:22]([O-:24])=[O:23])=[CH:20][CH:21]=3)=[O:13])=[C:8]([C:50]3[S:49][C:48]4=[C:44]([S:43][C@H:40]5[CH2:41][CH2:42][N:38]([C:36]([O:35][CH2:34][C:33]6[CH:65]=[CH:66][C:30]([N+:27]([O-:29])=[O:28])=[CH:31][CH:32]=6)=[O:37])[CH2:39]5)[N:45]=[CH:46][N:47]4[CH:51]=3)[C@H:9]([CH3:10])[C@H:5]12)[CH3:3]. Procedure details: The procedure of Example 1a) was repeated, except that 143 mg of 4-nitrobenzyl (1R,3R,5R,6S)-6-((1R)-1-hydroxyethyl)-1-methyl-2-oxo-1-carbapenam-3-carboxylate and 287 mg of 7-[(3S)-1-(4-nitrobenzyloxycarbonyl)pyrrolidin-3-yl]thio-2-(tri-n-butylstannyl)imidazo[5,1-b]thiazole were used as the starting compounds. Thus, 136 mg of 4-nitrobenzyl (1S,5R,6S)-6-((1R)-1-hydroxyethyl)-1-methyl-2-[7-[(3S)-1-(4-nitrobenzyloxycarbonyl)pyrrolidin-3-yl]thioimidazo[5,1-b]thiazol-2-yl]-1-carbapen-2-em-3-carboxyla... Reactants: 19, [N+](=O)([O-])C=1C=CC2=C(N=C(S2)NCCO)C1 (2-[(5-nitro-2-benzothiazolyl)amino]ethanol), 10.7, S(=O)(Cl)Cl (thionyl chloride). The solvent is CN(C=O)C (N,N-dimethylformamide), CN(C=O)C (N,N-dimethylformamide). Reaction conditions: time 4 hour. The product is 17.5, Cl.[N+](=O)([O-])C=1C=CC2=C(N3C(S2)=NCC3)C1 (2,3-dihydro-6-nitroimidazo[2,1-b]benzothiazole monohydrochloride). Yield: 85.0%. As a reaction SMILES: [N+:1]([C:4]1[CH:5]=[CH:6][C:7]2[S:11][C:10]([NH:12][CH2:13][CH2:14]O)=[N:9][C:8]=2[CH:16]=1)([O-:3])=[O:2].S(Cl)([Cl:19])=O>CN(C)C=O>[ClH:19].[N+:1]([C:4]1[CH:5]=[CH:6][C:7]2[S:11][C:10]3=[N:12][CH2:13][CH2:14][N:9]3[C:8]=2[CH:16]=1)([O-:3])=[O:2] |f:3.4|. Procedure: To a stirred and cooled (0° C.) solution of 19 parts of 2-[(5-nitro-2-benzothiazolyl)amino]ethanol in 18 parts of N,N-dimethylformamide is added dropwise (slowly) a solution of 10.7 parts of thionyl chloride in 207 parts of N,N-dimethylformamide. Upon completion, the mixture is stirred and heated slowly to reflux and stirring at reflux is continued for 4 hours. After cooling, the precipitated product is filtered off and washed with N,N-dimethylformamide and 2,2'-oxybispropane, yielding 17.5 part... Reactants: BrC1=C2C=NNC2=CC(=C1)C(=O)OC (methyl 4-bromo-1H-indazole-6-carboxylate), ICC (2-iodoethane). The product is BrC1=C2C=NN(C2=CC(=C1)C(=O)OC)CC (methyl 4-bromo-1-ethyl-1H-indazole-6-carboxylate). RXN SMILES: [Br:1][C:2]1[CH:10]=[C:9]([C:11]([O:13][CH3:14])=[O:12])[CH:8]=[C:7]2[C:3]=1[CH:4]=[N:5][NH:6]2.I[CH2:16][CH3:17]>>[Br:1][C:2]1[CH:10]=[C:9]([C:11]([O:13][CH3:14])=[O:12])[CH:8]=[C:7]2[C:3]=1[CH:4]=[N:5][N:6]2[CH2:16][CH3:17]. Reported procedure: In accordance with Example 4 (Steps 1 and 2), methyl 4-bromo-1H-indazole-6-carboxylate was used instead of 5-nitro-1H-indazole, and 2-iodoethane was used instead of ethyl bromide-d5 to obtain methyl 4-bromo-1-ethyl-1H-indazole-6-carboxylate. The reactants are CC(=O)O, CCOC(=O)c1cn(C2CC2)c2c(C)c(F)c(F)cc2c1=O, Cl, O. The product is Cc1c(F)c(F)cc2c(=O)c(C(=O)O)cn(C3CC3)c12. RXN SMILES: [CH3:25][C:26](=[O:27])[OH:28].[CH:1]1([n:4]2[cH:5][c:6]([C:18](=[O:19])[O:20][CH2:21][CH3:22])[c:7](=[O:17])[c:8]3[cH:9][c:10]([F:16])[c:11]([F:15])[c:12]([CH3:14])[c:13]23)[CH2:2][CH2:3]1.[ClH:23].[OH2:24]>>[CH:1]1([n:4]2[cH:5][c:6]([C:18](=[O:19])[OH:20])[c:7](=[O:17])[c:8]3[cH:9][c:10]([F:16])[c:11]([F:15])[c:12]([CH3:14])[c:13]23)[CH2:2][CH2:3]1.